Dataset: the Open Reaction Database (ORD), a public repository of structured organic reaction records. Task: describe an organic reaction: reactants, conditions, products, and yield The reactants are C[O-].[Na+] (sodium methoxide), ClC1=NC=C(C2=C1N=CN2[C@H]2[C@H](OC(C1=CC=CC=C1)=O)[C@H](OC(C1=CC=CC=C1)=O)[C@H](O2)COC(C2=CC=CC=C2)=O)F (4-Chloro-7-fluoro-1-(2,3,5-tri-O-benzoyl-β-D-ribofuranosyl)imidazo[4,5-c]pyridine), C(C)(=O)O (acetic acid). Run in CO (methanol). The product is ClC1=NC=C(C2=C1N=CN2[C@H]2[C@H](O)[C@H](O)[C@H](O2)CO)F (4-Chloro-7-fluoro-1-(β-D-ribofuranosyl)imidazo[4,5-c]pyridine). As a reaction SMILES: [Cl:1][C:2]1[C:7]2[N:8]=[CH:9][N:10]([C@@H:11]3[O:33][C@H:32]([CH2:34][O:35]C(=O)C4C=CC=CC=4)[C@@H:22]([O:23]C(=O)C4C=CC=CC=4)[C@H:12]3[O:13]C(=O)C3C=CC=CC=3)[C:6]=2[C:5]([F:44])=[CH:4][N:3]=1.C[O-].[Na+].C(O)(=O)C>CO>[Cl:1][C:2]1[C:7]2[N:8]=[CH:9][N:10]([C@@H:11]3[O:33][C@H:32]([CH2:34][OH:35])[C@@H:22]([OH:23])[C@H:12]3[OH:13])[C:6]=2[C:5]([F:44])=[CH:4][N:3]=1 |f:1.2|. Procedure: To a suspension of 4-chloro-7-fluoro-1-(2,3,5-tri-O-benzoyl-β-D-ribofuranosyl)imidazo[4,5-c]pyridine (45, 0.73 g, 1.2 mmol) in dry methanol (50 mL) was added sodium methoxide until pH 10 was reached. The reaction mixture was refluxed for 30 min, cooled, neutralized with glacial acetic acid, and evaporated to dryness. The residue was purified by silica gel column chromatography (CH2Cl2/EtOH, 10:1, v/v) to give 0.29 g (78%) as a white solid: mp 187-189° C.; 1H NMR (DMSO-d6) δ3.58 (m, 1 H, 5′-HA), ... Yields the product Ic1cnc2cc(-c3ccccn3)ccn12. Reactants: CCO, CCOC(C)=O, O=C1CCC(=O)N1I, c1ccc(-c2ccn3ccnc3c2)nc1. As a reaction SMILES: [CH3:24][CH2:25][OH:26].[CH3:27][CH2:28][O:29][C:30](=[O:31])[CH3:32].[O:16]=[C:17]1[N:18]([I:23])[C:19](=[O:20])[CH2:21][CH2:22]1.[n:1]1[c:2](-[c:7]2[cH:8][c:9]3[n:10]([cH:11][cH:12]2)[cH:13][cH:14][n:15]3)[cH:3][cH:4][cH:5][cH:6]1>>[n:1]1[c:2](-[c:7]2[cH:8][c:9]3[n:10]([cH:11][cH:12]2)[c:13]([I:23])[cH:14][n:15]3)[cH:3][cH:4][cH:5][cH:6]1.